describe an organic reaction: reactants, conditions, products, and yield From a dataset of the Open Reaction Database (ORD), a public repository of structured organic reaction records. Starting materials: C(C)O (ethanol), C(C1=CC=CC=C1)(=O)N[C@@H](C(C)C)C(=O)O (N-benzoylvaline), S(O)(O)(=O)=O (sulphuric acid). The product is C(C1=CC=CC=C1)(=O)N[C@@H](C(C)C)C(=O)OCC (Ethyl N-benzoylvalinate). Yield: 71.0%. As a reaction SMILES: [CH2:1](O)[CH3:2].S(=O)(=O)(O)O.[C:9]([NH:17][C@H:18]([C:22]([OH:24])=[O:23])[CH:19]([CH3:21])[CH3:20])(=[O:16])[C:10]1[CH:15]=[CH:14][CH:13]=[CH:12][CH:11]=1>>[C:9]([NH:17][C@H:18]([C:22]([O:24][CH2:1][CH3:2])=[O:23])[CH:19]([CH3:21])[CH3:20])(=[O:16])[C:10]1[CH:15]=[CH:14][CH:13]=[CH:12][CH:11]=1. Procedure details: Dissolve in 100 ml of ethanol 0.045 mol (10 g) of N-benzoylvaline obtained in the preceding Step, add 5 ml of concentrated sulphuric acid, then heat at reflux for 24 hours. Evaporate to dryness, take up in ether, wash with water then with a 10% potassium bicarbonate solution, dry, filter and evaporate to dryness. Ethyl N-benzoylvalinate is obtained. Starting materials: FC1=C(C#N)C=CC=C1 (2-fluorobenzonitrile), C(CCC)N (butylamine). Product: C(CCC)NC1=C(C#N)C=CC=C1 (2-Butylaminobenzonitrile). RXN SMILES: F[C:2]1[CH:9]=[CH:8][CH:7]=[CH:6][C:3]=1[C:4]#[N:5].[CH2:10]([NH2:14])[CH2:11][CH2:12][CH3:13]>>[CH2:10]([NH:14][C:2]1[CH:9]=[CH:8][CH:7]=[CH:6][C:3]=1[C:4]#[N:5])[CH2:11][CH2:12][CH3:13]. Reported procedure: According to a similar manner to that in Reference Example 12, the title compound was synthesized from 2-fluorobenzonitrile and butylamine. Reactants: FC1=CC=C(C=C1)NC(NC1=CC=C(C=C1)C=1C=C2CN(C(C2=CC1)=O)[C@H](C(=O)OC)C(C)C)=O ((S)-Methyl 2-(5-(4-(3-(4-fluorophenyl)ureido)phenyl)-1-oxoisoindolin-2-yl)-3-methylbutanoate), NC1=CC=C(C=C1)C=1C=C2CN(C(C2=CC1)=O)[C@H](C(=O)OC)C(C)C ((S)-Methyl 2-(5-(4-aminophenyl)-1-oxoisoindolin-2-yl)-3-methylbutanoate), COC1=CC=C(C=C1)N=C=O (4-methoxy phenyl isocyanate), compound, compound. The product is COC1=CC=C(C=C1)NC(NC1=CC=C(C=C1)C=1C=C2CN(C(C2=CC1)=O)[C@H](C(=O)OC)C(C)C)=O ((S)-Methyl 2-(5-(4-(3-(4-methoxyphenyl)ureido)phenyl)-1-oxoisoindolin-2-yl)-3-methylbutanoate). RXN SMILES: F[C:2]1[CH:7]=[CH:6][C:5]([NH:8][C:9](=[O:35])[NH:10][C:11]2[CH:16]=[CH:15][C:14]([C:17]3[CH:18]=[C:19]4[C:23](=[CH:24][CH:25]=3)[C:22](=[O:26])[N:21]([C@@H:27]([CH:32]([CH3:34])[CH3:33])[C:28]([O:30][CH3:31])=[O:29])[CH2:20]4)=[CH:13][CH:12]=2)=[CH:4][CH:3]=1.NC1C=CC(C2C=C3C(=CC=2)[C:48](=[O:52])N([C@@H](C(C)C)C(OC)=O)C3)=CC=1.COC1C=CC(N=C=O)=CC=1>>[CH3:48][O:52][C:2]1[CH:7]=[CH:6][C:5]([NH:8][C:9](=[O:35])[NH:10][C:11]2[CH:16]=[CH:15][C:14]([C:17]3[CH:18]=[C:19]4[C:23](=[CH:24][CH:25]=3)[C:22](=[O:26])[N:21]([C@@H:27]([CH:32]([CH3:34])[CH3:33])[C:28]([O:30][CH3:31])=[O:29])[CH2:20]4)=[CH:13][CH:12]=2)=[CH:4][CH:3]=1. Reported procedure: The compound of example 248 was prepared analogous to compound of example 224 by reaction of compound of example 223 with 4-methoxy phenyl isocyanate. The compound of example 248 was used directly without isolation for the preparation of compound of example 249. Starting materials: Cn1cnc(S(=O)(=O)N(Cc2ccc(-c3ncccn3)cc2)Cc2cccc(OCC(=O)OC(C)(C)C)c2)c1, CCOCC, Cl, C1COCCO1, O. Yields the product Cl, Cn1cnc(S(=O)(=O)N(Cc2ccc(-c3ncccn3)cc2)Cc2cccc(OCC(=O)O)c2)c1. As a reaction SMILES: [C:1]([CH3:2])([CH3:3])([CH3:4])[O:5][C:6]([CH2:7][O:8][c:9]1[cH:10][c:11]([CH2:15][N:16]([CH2:17][c:18]2[cH:19][cH:20][c:21](-[c:24]3[n:25][cH:26][cH:27][cH:28][n:29]3)[cH:22][cH:23]2)[S:30](=[O:31])(=[O:32])[c:33]2[n:34][cH:35][n:36]([CH3:38])[cH:37]2)[cH:12][cH:13][cH:14]1)=[O:39].[CH3:48][CH2:49][O:50][CH2:51][CH3:52].[ClH:47].[O:41]1[CH2:42][CH2:43][O:44][CH2:45][CH2:46]1.[OH2:40]>>[ClH:47].[O:5]=[C:6]([CH2:7][O:8][c:9]1[cH:10][c:11]([CH2:15][N:16]([CH2:17][c:18]2[cH:19][cH:20][c:21](-[c:24]3[n:25][cH:26][cH:27][cH:28][n:29]3)[cH:22][cH:23]2)[S:30](=[O:31])(=[O:32])[c:33]2[n:34][cH:35][n:36]([CH3:38])[cH:37]2)[cH:12][cH:13][cH:14]1)[OH:39].